Dataset: the Open Reaction Database (ORD), a public repository of structured organic reaction records. Task: describe an organic reaction: reactants, conditions, products, and yield The reactants are CC1(C)OB(c2cncnc2)OC1(C)C, CCn1c(I)nc2c(N3CCOCC3C)nc(Cl)nc21, ClCCl, [K+], [K+], [K+], O=P([O-])([O-])[O-]. The product is CCn1c(-c2cncnc2)nc2c(N3CCOCC3C)nc(Cl)nc21. RXN SMILES: [CH3:21][C:22]1([CH3:23])[C:24]([CH3:25])([CH3:26])[O:27][B:28]([c:29]2[cH:30][n:31][cH:32][n:33][cH:34]2)[O:35]1.[Cl:1][c:2]1[n:3][c:4]([N:14]2[CH:15]([CH3:20])[CH2:16][O:17][CH2:18][CH2:19]2)[c:5]2[n:6][c:7]([I:13])[n:8]([CH2:11][CH3:12])[c:9]2[n:10]1.[Cl:44][CH2:45][Cl:46].[K+:41].[K+:42].[K+:43].[P:36]([O-:37])([O-:38])([O-:39])=[O:40]>>[Cl:1][c:2]1[n:3][c:4]([N:14]2[CH:15]([CH3:20])[CH2:16][O:17][CH2:18][CH2:19]2)[c:5]2[n:6][c:7](-[c:29]3[cH:30][n:31][cH:32][n:33][cH:34]3)[n:8]([CH2:11][CH3:12])[c:9]2[n:10]1. Starting materials: C(C1=CC=CC=C1)OC(=O)N1CCN(CC1)C1=NC2=CC=CC=C2C(=N1)O[C@@H]1[C@H]([C@H]([C@@H](C1)OC)O)O (2-[4-(benzyloxycarbonyl)piperazin-1-yl]-4-[(1S,2S,3R,4R)-(2,3-dihydroxy-4-methoxycyclopentan-1-yl)oxy]quinazoline). Reagents/catalysts: [Pd] (palladium/carbon). Run in CO (methanol). Run at time 20 hour. Yields the product O[C@@H]1[C@H](C[C@H]([C@@H]1O)OC)OC1=NC(=NC2=CC=CC=C12)N1CCNCC1 (4-[(1S,2S,3R,4R)-(2,3-dihydroxy-4-methoxycyclopentan-1-yl)oxy]-2-(1-piperazinyl)quinazoline). Isolated yield 94.9%. As a reaction SMILES: C(OC([N:11]1[CH2:16][CH2:15][N:14]([C:17]2[N:26]=[C:25]([O:27][C@H:28]3[CH2:32][C@@H:31]([O:33][CH3:34])[C@H:30]([OH:35])[C@@H:29]3[OH:36])[C:24]3[C:19](=[CH:20][CH:21]=[CH:22][CH:23]=3)[N:18]=2)[CH2:13][CH2:12]1)=O)C1C=CC=CC=1>CO.[Pd]>[OH:36][C@H:29]1[C@@H:30]([OH:35])[C@H:31]([O:33][CH3:34])[CH2:32][C@@H:28]1[O:27][C:25]1[C:24]2[C:19](=[CH:20][CH:21]=[CH:22][CH:23]=2)[N:18]=[C:17]([N:14]2[CH2:13][CH2:12][NH:11][CH2:16][CH2:15]2)[N:26]=1. Procedure details: To a solution of 2-[4-(benzyloxycarbonyl)piperazin-1-yl]-4-[(1S,2S,3R,4R)-(2,3-dihydroxy-4-methoxycyclopentan-1-yl)oxy]quinazoline (600 mg) in methanol (12 ml) is added 10% palladium/carbon (120 mg), and the mixture is stirred under hydrogen atmosphere and under atmospheric pressure at room temperature for 20 hours. The reaction mixture is filtered, and the filtrate is evaporated to dryness under reduced pressure to give 4-[(1S,2S,3R,4R)-(2,3-dihydroxy-4-methoxycyclopentan-1-yl)oxy]-2-(1-piperaz... The reactants are O (water), [H-].[Na+] (Sodium hydride), O=C1CN(CCN1)C(=O)OCC1=CC=CC=C1 (phenylmethyl 3-oxo-1-piperazinecarboxylate), ClCC1=NC=NN1C (5-(Chloromethyl)-1-methyl-1H-1,2,4-triazole). Run in CN(C=O)C (dimethyl formamide). Reaction conditions: time 30 minute. The product is CN1N=CN=C1CN1C(CN(CC1)C(=O)OCC1=CC=CC=C1)=O (Phenylmethyl 4-[(1-Methyl-1H-1,2,4-triazol-5-yl)methyl]-3-oxo-1-piperazinecarboxylate). Yield: 94.9%. RXN SMILES: [H-].[Na+].[O:3]=[C:4]1[NH:9][CH2:8][CH2:7][N:6]([C:10]([O:12][CH2:13][C:14]2[CH:19]=[CH:18][CH:17]=[CH:16][CH:15]=2)=[O:11])[CH2:5]1.Cl[CH2:21][C:22]1[N:26]([CH3:27])[N:25]=[CH:24][N:23]=1.O>CN(C)C=O>[CH3:27][N:26]1[C:22]([CH2:21][N:9]2[CH2:8][CH2:7][N:6]([C:10]([O:12][CH2:13][C:14]3[CH:19]=[CH:18][CH:17]=[CH:16][CH:15]=3)=[O:11])[CH2:5][C:4]2=[O:3])=[N:23][CH:24]=[N:25]1 |f:0.1|. Procedure: Sodium hydride (60% dispersion in mineral oil, 281 mg, 7.0 mmol) was added to a solution of phenylmethyl 3-oxo-1-piperazinecarboxylate (1.5 g, 6.4 mmol) in dry dimethyl formamide (5 mL) and the mixture was stirred at room temperature for 30 minutes. 5-(Chloromethyl)-1-methyl-1H-1,2,4-triazole (WO0023449, 920 mg, 7.0 mmol) was added and the mixture was stirred at room temperature for 16 hours. The mixture was poured into water (150 mL) and extracted with diethyl ether (2×100 mL). The combined org... Reactants: BrBr, CC(=O)O, [K+], CC(=O)[O-], O, CCCCCc1c(-c2ccc3cc(O)ccc3c2)[nH]c2ccccc12. Yields the product CCCCCc1c(-c2ccc3c(Br)c(O)ccc3c2)[nH]c2ccccc12. As a reaction SMILES: [Br:31][Br:32].[C:33]([OH:34])(=[O:35])[CH3:36].[K+:30].[O-:26][C:27]([CH3:28])=[O:29].[OH2:37].[OH:1][c:2]1[cH:3][c:4]2[cH:5][cH:6][c:7](-[c:12]3[nH:13][c:14]4[cH:15][cH:16][cH:17][cH:18][c:19]4[c:20]3[CH2:21][CH2:22][CH2:23][CH2:24][CH3:25])[cH:8][c:9]2[cH:10][cH:11]1>>[OH:1][c:2]1[c:3]([Br:31])[c:4]2[cH:5][cH:6][c:7](-[c:12]3[nH:13][c:14]4[cH:15][cH:16][cH:17][cH:18][c:19]4[c:20]3[CH2:21][CH2:22][CH2:23][CH2:24][CH3:25])[cH:8][c:9]2[cH:10][cH:11]1.